describe an organic reaction: reactants, conditions, products, and yield From a dataset of the Open Reaction Database (ORD), a public repository of structured organic reaction records. The reactants are O=C(O)C(Cc1ccccc1)C(=O)NOCc1ccccc1, ClCCCl, CC#N, O=C1CCC(=O)N1O. Product: O=C(NOCc1ccccc1)C(Cc1ccccc1)C(=O)ON1C(=O)CCC1=O. As a reaction SMILES: [CH2:1]([c:2]1[cH:3][cH:4][cH:5][cH:6][cH:7]1)[CH:8]([C:9](=[O:10])[OH:11])[C:12](=[O:13])[NH:14][O:15][CH2:16][c:17]1[cH:18][cH:19][cH:20][cH:21][cH:22]1.[CH2:31]([Cl:32])[CH2:33][Cl:34].[CH3:35][C:36]#[N:37].[OH:23][N:24]1[C:25](=[O:30])[CH2:26][CH2:27][C:28]1=[O:29]>>[CH2:1]([c:2]1[cH:3][cH:4][cH:5][cH:6][cH:7]1)[CH:8]([C:9]([O:10][N:24]1[C:25](=[O:30])[CH2:26][CH2:27][C:28]1=[O:29])=[O:11])[C:12](=[O:13])[NH:14][O:15][CH2:16][c:17]1[cH:18][cH:19][cH:20][cH:21][cH:22]1. Starting materials: FC1=C(C(=CC=C1)F)NC(NC1=C(C=C(C=C1)C1=NOC(=C1)C(=O)OCC)C)=O (ethyl 3-(4-(3-(2,6-difluorophenyl)ureido)-3-methylphenyl)isoxazole-5-carboxylate), [OH-].[Na+] (NaOH), Cl (HCl). The solvent is C1CCOC1.O (THF Water). Conditions: time 15 minute. Product: FC1=C(C(=CC=C1)F)NC(NC1=C(C=C(C=C1)C1=NOC(=C1)C(=O)O)C)=O (3-(4-(3-(2,6-Difluorophenyl)ureido)-3-methylphenyl)isoxazole-5-carboxylic acid). The yield is 91.0%. Reaction SMILES: [F:1][C:2]1[CH:7]=[CH:6][CH:5]=[C:4]([F:8])[C:3]=1[NH:9][C:10](=[O:29])[NH:11][C:12]1[CH:17]=[CH:16][C:15]([C:18]2[CH:22]=[C:21]([C:23]([O:25]CC)=[O:24])[O:20][N:19]=2)=[CH:14][C:13]=1[CH3:28].[OH-].[Na+].Cl>C1COCC1.O>[F:8][C:4]1[CH:5]=[CH:6][CH:7]=[C:2]([F:1])[C:3]=1[NH:9][C:10](=[O:29])[NH:11][C:12]1[CH:17]=[CH:16][C:15]([C:18]2[CH:22]=[C:21]([C:23]([OH:25])=[O:24])[O:20][N:19]=2)=[CH:14][C:13]=1[CH3:28] |f:1.2,4.5|. Procedure: Into a 100 ml round bottom flask was added ethyl 3-(4-(3-(2,6-difluorophenyl)ureido)-3-methylphenyl)isoxazole-5-carboxylate (1.0 equiv.), NaOH (5.0 equiv.) and 150 ml of 2:1 THF/Water. The mixture was stirred at room temperature for 15 minutes. The reaction mixture was slightly acidified to pH <7 by adding 2N HCl and then the solvent was evaporated. The solid was suspended in water and filtered, given water washings and air-dried. The resulting solid was triturated with minimum quantity of aceto... Starting materials: FC=1C=C(C=C(C1CN1CCOCC1)F)N1C=CC2=C1N=C(N=C2)NC2=CC=C(C=C2)[C@@H]2NCCOC2 ([7-(3,5-Difluoro-4-morpholin-4-ylmethyl-phenyl)-7H-pyrrolo[2,3-d]pyrimidin-2-yl]-((S)-4-morpholin-3-yl-phenyl)-amine), C(C1=CC=CC=C1)OCC=O (benzyloxyacetaldehyde). Run in CO (methanol), C(#N)[BH3-].[Na+] (sodium cyanoborohydride). Product: C(C1=CC=CC=C1)OCCN1[C@H](COCC1)C1=CC=C(C=C1)NC=1N=CC2=C(N1)N(C=C2)C2=CC(=C(C(=C2)F)CN2CCOCC2)F ({4-[(S)-4-(2-Benzyloxy-ethyl)-morpholin-3-yl]-phenyl}-[7-(3,5-difluoro-4-morpholin-4-ylmethyl-phenyl)-7H-pyrrolo[2,3-d]pyrimidin-2-yl]-amine). RXN SMILES: [F:1][C:2]1[CH:3]=[C:4]([N:16]2[C:20]3[N:21]=[C:22]([NH:25][C:26]4[CH:31]=[CH:30][C:29]([C@H:32]5[CH2:37][O:36][CH2:35][CH2:34][NH:33]5)=[CH:28][CH:27]=4)[N:23]=[CH:24][C:19]=3[CH:18]=[CH:17]2)[CH:5]=[C:6]([F:15])[C:7]=1[CH2:8][N:9]1[CH2:14][CH2:13][O:12][CH2:11][CH2:10]1.[CH2:38]([O:45][CH2:46][CH:47]=O)[C:39]1[CH:44]=[CH:43][CH:42]=[CH:41][CH:40]=1>CO.C([BH3-])#N.[Na+]>[CH2:38]([O:45][CH2:46][CH2:47][N:33]1[CH2:34][CH2:35][O:36][CH2:37][C@@H:32]1[C:29]1[CH:30]=[CH:31][C:26]([NH:25][C:22]2[N:23]=[CH:24][C:19]3[CH:18]=[CH:17][N:16]([C:4]4[CH:3]=[C:2]([F:1])[C:7]([CH2:8][N:9]5[CH2:14][CH2:13][O:12][CH2:11][CH2:10]5)=[C:6]([F:15])[CH:5]=4)[C:20]=3[N:21]=2)=[CH:27][CH:28]=1)[C:39]1[CH:44]=[CH:43][CH:42]=[CH:41][CH:40]=1 |f:3.4|. Procedure: The compound is obtained by treating [7-(3,5-difluoro-4-morpholin-4-ylmethyl-phenyl)-7H-pyrrolo[2,3-d]pyrimidin-2-yl]-((S)-4-morpholin-3-yl-phenyl)-amine (Example 511) with benzyloxyacetaldehyde in methanol and sodium cyanoborohydride at 60° C. HPLC: tR=0.78 min (Method G); MS-ES: (M+H)+=641 Reactants: [H-].[H-].[H-].[H-].[Li+].[Al+3] (LAH), ClC1=NSC(=C1COC1=C(C=C(C=C1F)CCC(=O)OCC)F)C1=CC=C(C=C1)CC (ethyl 3-(4-((3-chloro-5-(4-ethylphenyl)isothiazol-4-yl)methoxy)-3,5-difluorophenyl)propanoate). Yields the product ClC1=NSC(=C1COC1=C(C=C(C=C1F)CCCO)F)C1=CC=C(C=C1)CC (3-(4-[[3-chloro-5-(4-ethylphenyl)-1,2-thiazol-4-yl]methoxy]-3,5-difluorophenyl)propan-1-ol). RXN SMILES: [H-].[H-].[H-].[H-].[Li+].[Al+3].[Cl:7][C:8]1[C:12]([CH2:13][O:14][C:15]2[C:20]([F:21])=[CH:19][C:18]([CH2:22][CH2:23][C:24](OCC)=[O:25])=[CH:17][C:16]=2[F:29])=[C:11]([C:30]2[CH:35]=[CH:34][C:33]([CH2:36][CH3:37])=[CH:32][CH:31]=2)[S:10][N:9]=1>>[Cl:7][C:8]1[C:12]([CH2:13][O:14][C:15]2[C:20]([F:21])=[CH:19][C:18]([CH2:22][CH2:23][CH2:24][OH:25])=[CH:17][C:16]=2[F:29])=[C:11]([C:30]2[CH:31]=[CH:32][C:33]([CH2:36][CH3:37])=[CH:34][CH:35]=2)[S:10][N:9]=1 |f:0.1.2.3.4.5|. Reported procedure: The title compound was prepared according to the procedure described in Example 156 following Step 2 by LAH reduction of ethyl 3-(4-((3-chloro-5-(4-ethylphenyl)isothiazol-4-yl)methoxy)-3,5-difluorophenyl)propanoate to afford the desired product as an off-white solid. 1H NMR (400 MHz, CD3OD) δ 7.51 (d, J=8.0 Hz, 2H), 7.37 (d, J=8.0 Hz, 2H), 6.80 (d, J=9.2 Hz, 2H), 5.08 (s, 2H), 3.58 (t, J=6.4 Hz, 2H), 2.63-2.75 (m, 4H), 1.80-1.84 (m, 2H), 1.30 (t, J=7.6 Hz, 3H). Mass spectrum (ESI, m/z): Calcd. f... Starting materials: NC1=C(C=CC=C1[N+](=O)[O-])C (2-amino-3-nitrotoluene), [I-].[K+] (potassium iodide), N(=O)[O-].[Na+] (sodium nitrite), S(O)(O)(=O)=O (sulfuric acid). The product is IC1=C(C=CC=C1[N+](=O)[O-])C (2-iodo-3-nitrotoluene). As a reaction SMILES: N[C:2]1[C:7]([N+:8]([O-:10])=[O:9])=[CH:6][CH:5]=[CH:4][C:3]=1[CH3:11].N([O-])=O.[Na+].S(=O)(=O)(O)O.[I-:21].[K+]>>[I:21][C:2]1[C:7]([N+:8]([O-:10])=[O:9])=[CH:6][CH:5]=[CH:4][C:3]=1[CH3:11] |f:1.2,4.5|. Reported procedure: More specifically, o-toluidine (2) is treated with acetic anhydride to acetylate the amino grou to obtain N-acetyl-o-toluidine (3). The compound (3) is nitrated with nitric acid to obtain 2-acetylamino-3-nitrotoluene (4) which is then hydrolyzed with a hydrochloric acid aqueous solution to obtain 2-amino-3-nitrotoluene (5). The compound (5) is diazotized with sodium nitrite in the presence of sulfuric acid and then treated with an aqueous potassium iodide to obtain crude 2-iodo-3-nitrotoluene (6... Starting materials: CO, COC(=O)C(C)(C)CC(=O)c1ccc(-c2ccc(NC=O)cc2)cc1, Cl. Yields the product COC(=O)C(C)(C)CC(=O)c1ccc(-c2ccc(N)cc2)cc1. RXN SMILES: [CH3:27][OH:28].[CH:1](=[O:2])[NH:3][c:4]1[cH:5][cH:6][c:7](-[c:10]2[cH:11][cH:12][c:13]([C:16]([CH2:17][C:18]([C:19](=[O:20])[O:21][CH3:22])([CH3:23])[CH3:24])=[O:25])[cH:14][cH:15]2)[cH:8][cH:9]1.[ClH:26]>>[NH2:3][c:4]1[cH:5][cH:6][c:7](-[c:10]2[cH:11][cH:12][c:13]([C:16]([CH2:17][C:18]([C:19](=[O:20])[O:21][CH3:22])([CH3:23])[CH3:24])=[O:25])[cH:14][cH:15]2)[cH:8][cH:9]1. Reactants: OC1=C(C2=C(N=CS2)C=C1)I (6-Hydroxy-7-iodo-benzothiazole), ClC1=CC=NC2=CC(=C(C=C12)OC)OC (4-chloro-6,7-dimethoxyquinoline). The reagents and catalysts are CN(C1=CC=NC=C1)C (4-dimethylaminopyridine). Solvent: ClC1=C(C=CC=C1)Cl (o-dichlorobenzene). Conditions: temperature 140 celsius, time 3 hour. Product: IC1=C(C=CC=2N=CSC21)OC2=CC=NC1=CC(=C(C=C21)OC)OC (4-(7-Iodo-benzothiazol-6-yloxy)-6,7-dimethoxy-quinoline). Yield: 42.9%. RXN SMILES: [OH:1][C:2]1[CH:10]=[CH:9][C:5]2[N:6]=[CH:7][S:8][C:4]=2[C:3]=1[I:11].Cl[C:13]1[C:22]2[C:17](=[CH:18][C:19]([O:25][CH3:26])=[C:20]([O:23][CH3:24])[CH:21]=2)[N:16]=[CH:15][CH:14]=1>CN(C)C1C=CN=CC=1.ClC1C=CC=CC=1Cl>[I:11][C:3]1[C:4]2[S:8][CH:7]=[N:6][C:5]=2[CH:9]=[CH:10][C:2]=1[O:1][C:13]1[C:22]2[C:17](=[CH:18][C:19]([O:25][CH3:26])=[C:20]([O:23][CH3:24])[CH:21]=2)[N:16]=[CH:15][CH:14]=1. Procedure details: 6-Hydroxy-7-iodo-benzothiazole (210 mg), 4-chloro-6,7-dimethoxyquinoline (567 mg), and 4-dimethylaminopyridine (390 mg) were suspended in o-dichlorobenzene (15 ml), and the suspension was stirred at 140° C. for 3 hr. The reaction solution was cooled to room temperature, and the solvent was removed by distillation under the reduced pressure. Water was then added to the residue, and the mixture was extracted with ethyl acetate. The ethyl acetate layer was then washed with water and was dried over ...